This data is from the Open Reaction Database (ORD), a public repository of structured organic reaction records. The task is: describe an organic reaction: reactants, conditions, products, and yield Starting materials: C(C)(C)O.C(=O)=O (isopropanol dry ice), C(C(=O)Cl)(=O)Cl (Oxalyl chloride), C(C1=CC=CC=C1)OC(=O)OC1CC=2C(=C(C=NC2CC1)C(=O)OCC)O (ethyl 6-benzyloxycarbonyloxy-4-hydroxy-5,6,7,8-tetrahydroquinoline-3-carboxylate). The solvent is CN(C)C=O (DMF). Reaction conditions: time 30 minute. Product: C(C1=CC=CC=C1)OC(=O)OC1CC=2C(=C(C=NC2CC1)C(=O)OCC)Cl (ethyl 6-benzyloxycarbonyloxy-4-chloro-5,6,7,8-tetrahydroquinoline-3-carboxylate). Reaction SMILES: C(Cl)(=O)C([Cl:4])=O.C(O)(C)C.C(=O)=O.[CH2:14]([O:21][C:22]([O:24][CH:25]1[CH2:34][CH2:33][C:32]2[N:31]=[CH:30][C:29]([C:35]([O:37][CH2:38][CH3:39])=[O:36])=[C:28](O)[C:27]=2[CH2:26]1)=[O:23])[C:15]1[CH:20]=[CH:19][CH:18]=[CH:17][CH:16]=1>CN(C=O)C>[CH2:14]([O:21][C:22]([O:24][CH:25]1[CH2:34][CH2:33][C:32]2[N:31]=[CH:30][C:29]([C:35]([O:37][CH2:38][CH3:39])=[O:36])=[C:28]([Cl:4])[C:27]=2[CH2:26]1)=[O:23])[C:15]1[CH:20]=[CH:19][CH:18]=[CH:17][CH:16]=1 |f:1.2|. Reported procedure: Oxalyl chloride (1.82 g) is added to 100 mL of DMF dropwise under stirring and cooling (isopropanol-dry ice) maintaining the temperature below -20°. Stirring is continued for 30 minutes at the same temperature. To the mixture, 2.66 g of ethyl 6-benzyloxycarbonyloxy-4-hydroxy-5,6,7,8-tetrahydroquinoline-3-carboxylate is added in one portion, and stirring is continued for 2 hours at -30° to -20°, then at room temperature overnight. The reaction mixture is evaporated to dryness and the residue is t...